From a dataset of the Open Reaction Database (ORD), a public repository of structured organic reaction records. describe an organic reaction: reactants, conditions, products, and yield Reactants: CCN(C(C)C)C(C)C, O=C(Cl)CCl, ClCCl, O=C(OCc1ccccc1)C1CNCCO1. Product: O=C(OCc1ccccc1)C1CN(C(=O)CCl)CCO1. As a reaction SMILES: [CH2:17]([N:18]([CH:19]([CH3:20])[CH3:21])[CH:22]([CH3:23])[CH3:24])[CH3:25].[Cl:26][CH2:27][C:28](=[O:29])[Cl:30].[Cl:31][CH2:32][Cl:33].[O:1]1[CH:2]([C:7](=[O:8])[O:9][CH2:10][c:11]2[cH:12][cH:13][cH:14][cH:15][cH:16]2)[CH2:3][NH:4][CH2:5][CH2:6]1>>[O:1]1[CH:2]([C:7](=[O:8])[O:9][CH2:10][c:11]2[cH:12][cH:13][cH:14][cH:15][cH:16]2)[CH2:3][N:4]([C:28]([CH2:27][Cl:26])=[O:29])[CH2:5][CH2:6]1.